Dataset: the Open Reaction Database (ORD), a public repository of structured organic reaction records. Task: describe an organic reaction: reactants, conditions, products, and yield Starting materials: C(#C)C1=CC=C(C=C1)C (4-ethynyltoluene), C1(=CC=CC=C1)C#C (phenylacetylene), C(C1=CC=CC=C1)#N (benzonitrile). Reaction conditions: time 42 hour. Product: CC1=CC=C(C=C1)C#CC1=CC=CC=C1 (1-methyl-4-(phenylethynyl)benzene). The yield is 81.0%. Reaction SMILES: [C:1]([C:3]1[CH:8]=[CH:7][C:6]([CH3:9])=[CH:5][CH:4]=1)#[CH:2].[C:10]1(C#C)[CH:15]=[CH:14][CH:13]=[CH:12][CH:11]=1.C(#N)C1C=CC=CC=1>>[CH3:9][C:6]1[CH:7]=[CH:8][C:3]([C:1]#[C:2][C:10]2[CH:15]=[CH:14][CH:13]=[CH:12][CH:11]=2)=[CH:4][CH:5]=1. Reported procedure: The procedure was identical to Example 1, with the exception that 4-ethynyltoluene (0.507 ml; 0.465 g; 4.00 mmol) was used as a substrate instead of phenylacetylene. GC analysis of the organic phase of the hydrolyzed reaction sample after 42 h at 65° C. showed the presence of 1.62 mmol (81% yield) of 1-methyl-4-(phenylethynyl)benzene, and 0.25 mmol of benzonitrile remaining in the reaction mixture. Starting materials: ClCCl, CNS(=O)(=O)c1cc(-c2cc(CCCO)nc(C#N)n2)cc(C(F)(F)F)c1. Product: CNS(=O)(=O)c1cc(-c2cc(CCC=O)nc(C#N)n2)cc(C(F)(F)F)c1. Reaction SMILES: [Cl:28][CH2:29][Cl:30].[OH:1][CH2:2][CH2:3][CH2:4][c:5]1[n:6][c:7]([C:26]#[N:27])[n:8][c:9](-[c:11]2[cH:12][c:13]([S:21]([NH:22][CH3:23])(=[O:24])=[O:25])[cH:14][c:15]([C:17]([F:18])([F:19])[F:20])[cH:16]2)[cH:10]1>>[O:1]=[CH:2][CH2:3][CH2:4][c:5]1[n:6][c:7]([C:26]#[N:27])[n:8][c:9](-[c:11]2[cH:12][c:13]([S:21]([NH:22][CH3:23])(=[O:24])=[O:25])[cH:14][c:15]([C:17]([F:18])([F:19])[F:20])[cH:16]2)[cH:10]1. As a reaction SMILES: [O:1]1[CH2:6][CH2:5][CH2:4][O:3][C:2]1=[O:7].C(OOC(=O)C1C=CC=CC=1)(=O)C1C=CC=CC=1.[F:26][C:27]([F:34])([F:33])[C:28]([F:32])=[C:29]([F:31])[F:30]>>[F:30][C:29]([CH:6]1[CH2:5][CH2:4][O:3][C:2](=[O:7])[O:1]1)([F:31])[CH:28]([F:32])[C:27]([F:34])([F:33])[F:26]. Reactants: O1C(OCCC1)=O (1,3-dioxan-2-one), C(C1=CC=CC=C1)(=O)OOC(C1=CC=CC=C1)=O (benzoyl peroxide), FC(C(=C(F)F)F)(F)F (hexafluoropropene). Reaction conditions: temperature 73 celsius. Yields the product FC(C(C(F)(F)F)F)(F)C1OC(OCC1)=O (4-(1,1,2,3,3,3-hexafluoropropyl)-1,3-dioxan-2-one). Procedure details: Example 6 was prepared by combining 1,3-dioxan-2-one (240 g, 2.35 moles) (Richman Chemical Inc., Lower Gwynedd, Pa.) with benzoyl peroxide (5 g, 0.02 moles) in a 600 mL Parr reactor. The reactor was heated to 73° C. and hexafluoropropene (16 g, 0.1066 moles) was fed into the reactor over a 24 h period. The reactor was maintained at the set temperature for an additional 24 h. The reactor contents were collected and analyzed by GC/MS. Starting materials: O (water), BrCCBr (1,2-Dibromoethane), OC1=CC=C(C2=CC=CC=C12)C=O (4-hydroxy-1-naphthaldehyde), C([O-])([O-])=O.[K+].[K+] (potassium carbonate). The solvent is CN(C)C=O (DMF). Run at time 16 hour. The product is BrCCOC1=CC=C(C2=CC=CC=C12)C=O (4-(2-bromoethoxy)-1-naphthaldehyde). Yield: 87.0%. Reaction SMILES: [Br:1][CH2:2][CH2:3]Br.[OH:5][C:6]1[C:15]2[C:10](=[CH:11][CH:12]=[CH:13][CH:14]=2)[C:9]([CH:16]=[O:17])=[CH:8][CH:7]=1.C(=O)([O-])[O-].[K+].[K+].O>CN(C=O)C>[Br:1][CH2:2][CH2:3][O:5][C:6]1[C:15]2[C:10](=[CH:11][CH:12]=[CH:13][CH:14]=2)[C:9]([CH:16]=[O:17])=[CH:8][CH:7]=1 |f:2.3.4|. Procedure details: 1,2-Dibromoethane (30 mL, 0.35 moles) was added to a mixture of 4-hydroxy-1-naphthaldehyde (6 g, 35 mmoles) and potassium carbonate (24 g, 175 mmoles) in DMF (110 ml) and the resulting mixture was stirred vigorously at room temperature for 16 hours. The mixture was poured into water (0.5 L) and extracted with ethyl acetate (3×300 mL). The combined organic phases were washed with saturated sodium chloride (300 mL), dried over MgSO4 and evaporated in vacuo. The residue was purified by column chrom...